The task is: describe an organic reaction: reactants, conditions, products, and yield. This data is from the Open Reaction Database (ORD), a public repository of structured organic reaction records. Starting materials: CC(=O)OCC(=O)Cl, Cc1cc2nc(N)sc2cc1C, c1ccncc1. Product: CC(=O)OCC(=O)Nc1nc2cc(C)c(C)cc2s1. RXN SMILES: [C:13]([CH3:14])(=[O:15])[O:16][CH2:17][C:18](=[O:19])[Cl:20].[NH2:1][c:2]1[s:3][c:4]2[c:5]([n:6]1)[cH:7][c:8]([CH3:12])[c:9]([CH3:11])[cH:10]2.[cH:21]1[cH:22][cH:23][n:24][cH:25][cH:26]1>>[NH:1]([c:2]1[s:3][c:4]2[c:5]([n:6]1)[cH:7][c:8]([CH3:12])[c:9]([CH3:11])[cH:10]2)[C:18]([CH2:17][O:16][C:13]([CH3:14])=[O:15])=[O:19]. Run in C1CCOC1 (THF). Reactants: N1(CCC1)S(=O)(=O)C1=C(C=CC=C1)S(=O)(=O)F (2-(azetidin-1-ylsulfonyl)benzenesulfonyl fluoride), N (ammonia), Four, N (ammonia). Yields the product N1(CCC1)S(=O)(=O)C1=C(C=CC=C1)S(=O)(=O)N (2-(Azetidin-1-ylsulfonyl)benzenesulfonamide). Procedure: In a 1-l flask was placed 9.8 g. of 2-(azetidin-1-ylsulfonyl)benzenesulfonyl fluoride and 500 ml of THF. Then 9 ml of ammonia was added and the mixture was refluxed for two days. Four 25 ml portions of liquid ammonia were then added to the refluxing solution over a 48 hour period. The reaction mixture was concentrated and the residue chromatographed on silica gel (dichloroethane). The desired product was collected to give 4.9 g of a solid m.p. 121°-123° C. RXN SMILES: [N:1]1([S:5]([C:8]2[CH:13]=[CH:12][CH:11]=[CH:10][C:9]=2[S:14](F)(=[O:16])=[O:15])(=[O:7])=[O:6])[CH2:4][CH2:3][CH2:2]1.[NH3:18]>C1COCC1>[N:1]1([S:5]([C:8]2[CH:13]=[CH:12][CH:11]=[CH:10][C:9]=2[S:14]([NH2:18])(=[O:16])=[O:15])(=[O:7])=[O:6])[CH2:4][CH2:3][CH2:2]1. Starting materials: Cl.NO (Hydroxylamine hydrochloride), C(C)(=O)[O-].[Na+] (sodium acetate), BrC1=CC=C2C=3C(CCCC3N(C2=C1)C)=O (7-bromo-9-methyl-2,3-dihydro-1H-carbazol-4(9H)-one). The solvent is CCO (EtOH), O (H2O). Run at temperature 40 celsius. The product is BrC1=CC=C2C=3C(CCCC3N(C2=C1)C)=NO (7-Bromo-9-methyl-2,3-dihydro-1H-carbazol-4(9H)-one oxime). Yield: 69.7%. As a reaction SMILES: Cl.[NH2:2][OH:3].C([O-])(=O)C.[Na+].[Br:9][C:10]1[CH:22]=[C:21]2[C:13]([C:14]3[C:15](=O)[CH2:16][CH2:17][CH2:18][C:19]=3[N:20]2[CH3:23])=[CH:12][CH:11]=1>CCO.O>[Br:9][C:10]1[CH:22]=[C:21]2[C:13]([C:14]3[C:15](=[N:2][OH:3])[CH2:16][CH2:17][CH2:18][C:19]=3[N:20]2[CH3:23])=[CH:12][CH:11]=1 |f:0.1,2.3|. Reported procedure: Hydroxylamine hydrochloride (3.21 g, 46.5 mmol) and sodium acetate (3.81 g, 46.5 mmol) were added to a suspension of 7-bromo-9-methyl-2,3-dihydro-1H-carbazol-4(9H)-one (8.61 g, 30.9 mmol) in EtOH (79.0 mL) and H2O (27.0 mL), and the resulting suspension was heated at reflux for 20 h. The reaction was cooled to ˜40° C., and the solids were collected by filtration. The solids were washed with H2O and EtOH. The solids were divided into two batches of 3.93 g and 4.08 g and recrystallized in CH3CN (5... The product is CCOC(=O)COc1cccc(CCCn2cc(-c3ccccc3-c3c(C)cccc3C)ccc2=O)c1. Reactants: CCOC(=O)COc1cccc(CCCn2cc(-c3ccccc3Br)ccc2=O)c1, Cc1cccc(C)c1B(O)O, Cc1ccccc1, CN(C)c1ccccc1-c1ccccc1P(C1CCCCC1)C1CCCCC1, Cl, [K+], [K+], [K+], CC(=O)[O-], CC(=O)[O-], O=P([O-])([O-])[O-], [Pd+2]. Reaction SMILES: [Br:1][c:2]1[c:3](-[c:8]2[cH:9][cH:10][c:11](=[O:30])[n:12]([CH2:14][CH2:15][CH2:16][c:17]3[cH:18][c:19]([O:20][CH2:21][C:22](=[O:23])[O:24][CH2:25][CH3:26])[cH:27][cH:28][cH:29]3)[cH:13]2)[cH:4][cH:5][cH:6][cH:7]1.[CH3:31][c:32]1[c:33]([B:39]([OH:40])[OH:41])[c:34]([CH3:38])[cH:35][cH:36][cH:37]1.[CH3:79][c:80]1[cH:81][cH:82][cH:83][cH:84][cH:85]1.[CH:42]1([P:43]([CH:44]2[CH2:45][CH2:46][CH2:47][CH2:48][CH2:49]2)[c:50]2[cH:51][cH:52][cH:53][cH:54][c:55]2-[c:56]2[c:57]([N:58]([CH3:59])[CH3:60])[cH:61][cH:62][cH:63][cH:64]2)[CH2:65][CH2:66][CH2:67][CH2:68][CH2:69]1.[ClH:78].[K+:75].[K+:76].[K+:77].[O-:87][C:88]([CH3:89])=[O:90].[O-:91][C:92]([CH3:93])=[O:94].[P:70]([O-:71])([O-:72])([O-:73])=[O:74].[Pd+2:86]>>[c:2]1(-[c:33]2[c:32]([CH3:31])[cH:37][cH:36][cH:35][c:34]2[CH3:38])[c:3](-[c:8]2[cH:9][cH:10][c:11](=[O:30])[n:12]([CH2:14][CH2:15][CH2:16][c:17]3[cH:18][c:19]([O:20][CH2:21][C:22](=[O:23])[O:24][CH2:25][CH3:26])[cH:27][cH:28][cH:29]3)[cH:13]2)[cH:4][cH:5][cH:6][cH:7]1. The reactants are BrC1=CC=C(C=C1)C1CC(=NN1C1=C(C=CC=C1)Cl)C(C(F)(F)F)(F)F (5-(4-bromo-phenyl)-1-(2-chloro-phenyl)-3-pentafluoroethyl-4,5-dihydro-1H-pyrazole), CSC1=C(C=CC=C1)B(O)O (2-(methylthio)phenylboronic acid), C([O-])([O-])=O.[Na+].[Na+] (sodium carbonate). The reagents and catalysts are C=1C=CC(=CC1)[P](C=2C=CC=CC2)(C=3C=CC=CC3)[Pd]([P](C=4C=CC=CC4)(C=5C=CC=CC5)C=6C=CC=CC6)([P](C=7C=CC=CC7)(C=8C=CC=CC8)C=9C=CC=CC9)[P](C=1C=CC=CC1)(C=1C=CC=CC1)C=1C=CC=CC1 (Pd(PPh3)4). Run in CN(C=O)C (N,N-dimethylformamide). Product: ClC1=C(C=CC=C1)N1N=C(CC1C1=CC=C(C=C1)C1=C(C=CC=C1)SC)C(C(F)(F)F)(F)F (1-(2-chloro-phenyl)-5-(2′-methylsulfanyl-biphenyl-4-yl)-3-pentafluoroethyl-4,5-dihydro-1H-pyrazole). Isolated yield 57.2%. As a reaction SMILES: Br[C:2]1[CH:7]=[CH:6][C:5]([CH:8]2[N:12]([C:13]3[CH:18]=[CH:17][CH:16]=[CH:15][C:14]=3[Cl:19])[N:11]=[C:10]([C:20]([F:26])([F:25])[C:21]([F:24])([F:23])[F:22])[CH2:9]2)=[CH:4][CH:3]=1.[CH3:27][S:28][C:29]1[CH:34]=[CH:33][CH:32]=[CH:31][C:30]=1B(O)O.C(=O)([O-])[O-].[Na+].[Na+]>CN(C)C=O.C1C=CC([P]([Pd]([P](C2C=CC=CC=2)(C2C=CC=CC=2)C2C=CC=CC=2)([P](C2C=CC=CC=2)(C2C=CC=CC=2)C2C=CC=CC=2)[P](C2C=CC=CC=2)(C2C=CC=CC=2)C2C=CC=CC=2)(C2C=CC=CC=2)C2C=CC=CC=2)=CC=1>[Cl:19][C:14]1[CH:15]=[CH:16][CH:17]=[CH:18][C:13]=1[N:12]1[CH:8]([C:5]2[CH:6]=[CH:7][C:2]([C:30]3[CH:31]=[CH:32][CH:33]=[CH:34][C:29]=3[S:28][CH3:27])=[CH:3][CH:4]=2)[CH2:9][C:10]([C:20]([F:25])([F:26])[C:21]([F:22])([F:24])[F:23])=[N:11]1 |f:2.3.4,^1:52,54,73,92|. Reported procedure: A solution of 5-(4-bromo-phenyl)-1-(2-chloro-phenyl)-3-pentafluoroethyl-4,5-dihydro-1H-pyrazole (100.0 mg, 0.19 mmol) prepared in Step 3 of Preparation 1, 2-(methylthio)phenylboronic acid (80.0 mg, 0.28 mmol), Pd(PPh3)4 (26 mg, cat.), and a 2N sodium carbonate solution (0.6 mL) in N,N-dimethylformamide (5 mL) was stirred at 80° C. for 6 hours. The reaction mixture was concentrated under reduced pressure and then diluted with ethyl acetate. The organic layer was washed with distilled water, dried...